Dataset: the Open Reaction Database (ORD), a public repository of structured organic reaction records. Task: describe an organic reaction: reactants, conditions, products, and yield Reactants: S(=O)(=O)([O-])[O-].[Mg+2] (magnesium sulfate), [OH-].[Ca+2].[OH-] (hydrated lime). Product: S(=O)(=O)([O-])[O-].[Ca+2] (calcium sulfate), [OH-].[Mg+2].[OH-] (magnesium hydroxide). RXN SMILES: [S:1]([O-:5])([O-:4])(=[O:3])=[O:2].[Mg+2:6].[OH-:7].[Ca+2:8].[OH-]>>[S:1]([O-:5])([O-:4])(=[O:3])=[O:2].[Ca+2:8].[OH-:7].[Mg+2:6].[OH-:2] |f:0.1,2.3.4,5.6,7.8.9|. Procedure: reacting the magnesium sulfate in said recirculating absorbent with additional hydrated lime to produce gypsum and magnesium hydroxide; Starting materials: C(C)(=O)C1=C(C(=C(OCC2=CC=C(C=C2)C(C=2C=C(C#N)C=CC2)OC2OCCCC2)C=C1)CCC)O (3-[[4-(4-acetyl-3-hydroxy-2-propyl-phenoxymethyl)-phenyl]-(tetrahydro-pyran-2-yloxy)-methyl]-benzonitrile), C(C)(C)[Si](OCC1=CC=C(C=C1)C(=C)C=1C=C(C#N)C=CC1)(C(C)C)C(C)C (3-[1-(4-triisopropylsilanyloxymethyl-phenyl)-vinyl]-benzonitrile). Product: C(C)(=O)C1=C(C(=C(OCC2=CC=C(C=C2)C(=C)C=2C=C(C#N)C=CC2)C=C1)CCC)O (3-{1-[4-(4-acetyl-3-hydroxy-2-propyl-phenoxymethyl)-phenyl]-vinyl}-benzonitrile). RXN SMILES: [C:1]([C:4]1[CH:33]=[CH:32][C:7]([O:8][CH2:9][C:10]2[CH:15]=[CH:14][C:13]([CH:16](OC3CCCCO3)[C:17]3[CH:18]=[C:19]([CH:22]=[CH:23][CH:24]=3)[C:20]#[N:21])=[CH:12][CH:11]=2)=[C:6]([CH2:34][CH2:35][CH3:36])[C:5]=1[OH:37])(=[O:3])[CH3:2].[CH:38]([Si](C(C)C)(C(C)C)OCC1C=CC(C(C2C=C(C=CC=2)C#N)=C)=CC=1)(C)C>>[C:1]([C:4]1[CH:33]=[CH:32][C:7]([O:8][CH2:9][C:10]2[CH:11]=[CH:12][C:13]([C:16]([C:17]3[CH:18]=[C:19]([CH:22]=[CH:23][CH:24]=3)[C:20]#[N:21])=[CH2:38])=[CH:14][CH:15]=2)=[C:6]([CH2:34][CH2:35][CH3:36])[C:5]=1[OH:37])(=[O:3])[CH3:2]. Procedure: The title compound is prepared in a similar manner as 3-[[4-(4-acetyl-3-hydroxy-2-propyl-phenoxymethyl)-phenyl]-(tetrahydro-pyran-2-yloxy)-methyl]-benzonitrile, employing 3-[1-(4-triisopropylsilanyloxymethyl-phenyl)-vinyl]-benzonitrile to give 0.46 g, 47%, of the title compound as a white solid. LCMS M+1 412. Starting materials: NC(CO)CC (2-aminobutan-1-ol), C1(C=2C(C(=O)O1)=CC=CC2)=O (phthalic anhydride). Run in C(C)(C)O (isopropanol). Product: C1(C=2C(C(N1C(CO)CC)=O)=CC=CC2)=O (2-phthalimidobutan-1-ol). Isolated yield 87.0%. As a reaction SMILES: [NH2:1][CH:2]([CH2:5][CH3:6])[CH2:3][OH:4].[C:7]1(=O)[O:12][C:10](=[O:11])[C:9]2=[CH:13][CH:14]=[CH:15][CH:16]=[C:8]12>C(O)(C)C>[C:7]1(=[O:12])[N:1]([CH:2]([CH2:5][CH3:6])[CH2:3][OH:4])[C:10](=[O:11])[C:9]2=[CH:13][CH:14]=[CH:15][CH:16]=[C:8]12. Procedure: 17.83 Gms. (0.2 mole) of 2-aminobutan-1-ol was added, with stirring, to a suspension of 29.62 gms. (0.2 mole) of phthalic anhydride in 90 mls. of isopropanol. The resulting mixture was refluxed for 18 hours. Thereafter, the isopropanol was distilled off under reduced pressure and the residue was distilled to give 38.1 gms. (yield 87%) of 2-phthalimidobutan-1-ol as a colourless viscous oil. (boiling point = 170° to 172°C./1 mm. Hg.) The reactants are CC(C)(C)[Si](C)(C)Cl, CCN(C(C)C)C(C)C, COc1ccc([N+](=O)[O-])cc1O, CN(C)C=O, O. Yields the product COc1ccc([N+](=O)[O-])cc1O[Si](C)(C)C(C)(C)C. As a reaction SMILES: [C:13]([CH3:14])([CH3:15])([CH3:16])[Si:17]([CH3:18])([CH3:19])[Cl:20].[CH2:21]([N:22]([CH:23]([CH3:24])[CH3:25])[CH:26]([CH3:27])[CH3:28])[CH3:29].[CH3:1][O:2][c:3]1[c:4]([OH:12])[cH:5][c:6]([N+:9](=[O:10])[O-:11])[cH:7][cH:8]1.[O:31]=[CH:32][N:33]([CH3:34])[CH3:35].[OH2:30]>>[CH3:1][O:2][c:3]1[c:4]([O:12][Si:17]([C:13]([CH3:14])([CH3:15])[CH3:16])([CH3:18])[CH3:19])[cH:5][c:6]([N+:9](=[O:10])[O-:11])[cH:7][cH:8]1. Product: N1(CCCCC1)C1=NC(=C(C(=N1)OCC1=CC(=C(C=C1)F)F)C1=CC=C(C=C1)Cl)C1=C(C=C(C=C1)Cl)Cl (2-(N-Piperidyl)-4-(3,4-difluorobenzyloxy)-5-(4-chlorophenyl)-6-(2,4-dichlorophenyl)pyrimidine). As a reaction SMILES: CS([C:5]1[N:10]=[C:9]([O:11][CH2:12][C:13]2[CH:18]=[CH:17][C:16]([F:19])=[C:15]([F:20])[CH:14]=2)[C:8]([C:21]2[CH:26]=[CH:25][C:24]([Cl:27])=[CH:23][CH:22]=2)=[C:7]([C:28]2[CH:33]=[CH:32][C:31]([Cl:34])=[CH:30][C:29]=2[Cl:35])[N:6]=1)(=O)=O.[NH:36]1[CH2:41][CH2:40][CH2:39][CH2:38][CH2:37]1>>[N:36]1([C:5]2[N:10]=[C:9]([O:11][CH2:12][C:13]3[CH:18]=[CH:17][C:16]([F:19])=[C:15]([F:20])[CH:14]=3)[C:8]([C:21]3[CH:22]=[CH:23][C:24]([Cl:27])=[CH:25][CH:26]=3)=[C:7]([C:28]3[CH:33]=[CH:32][C:31]([Cl:34])=[CH:30][C:29]=3[Cl:35])[N:6]=2)[CH2:41][CH2:40][CH2:39][CH2:38][CH2:37]1. Reported procedure: 2-(Methylsulfonyl)-4-(3,4-difluorobenzyloxy)-5-[4-chlorophenyl]-6-[2,4-dichlorophenyl]pyrimidine (Reference Example 6, 48 mg, 0.085 mmol) was reacted in excess neat piperidine at 80° C. overnight by the general procedure described in Example 31, Step A. Workup (solvent removal under reduced pressure, then toluene azeotrope) and flash column chromatography on silica gel (eluted with 90/10 hexanes/ethyl acetate) afforded the title compound. HPLC Rt=5.36 min. 1H-NMR 500 MHz (CDCl3): δ 1.63 (m, 4H),... Reactants: CS(=O)(=O)C1=NC(=C(C(=N1)OCC1=CC(=C(C=C1)F)F)C1=CC=C(C=C1)Cl)C1=C(C=C(C=C1)Cl)Cl (2-(Methylsulfonyl)-4-(3,4-difluorobenzyloxy)-5-[4-chlorophenyl]-6-[2,4-dichlorophenyl]pyrimidine), N1CCCCC1 (piperidine). Reactants: ClC1=NC(=NC=N1)NC1=CC(=CC=C1)CC=1N(C=CN1)C(C1=CC=CC=C1)(C1=CC=CC=C1)C1=CC=CC=C1 ((4-Chloro-[1,3,5]triazin-2-yl)-[3-(1-trityl-1H-imidazol-2-ylmethyl)phenyl]amine), ClC=1NC2=C(N1)C=CC=C2 (2-chlorobenzimidazole), C(=O)([O-])[O-].[K+].[K+] (K2CO3). Solvent: C(=O)(C)C#N (AcCN). Conditions: temperature 70 celsius. Yields the product ClC1=NC2=C(N1C1=NC(=NC=N1)NC1=CC(=CC=C1)CC=1N(C=CN1)C(C1=CC=CC=C1)(C1=CC=CC=C1)C1=CC=CC=C1)C=CC=C2 ([4-(2-chloro-benzoimidazol-1-yl)-[1,3,5]triazin-2-yl]-[3-(1-trityl-1H-imidazol-2-ylmethyl)phenyl]amine). As a reaction SMILES: Cl[C:2]1[N:7]=[CH:6][N:5]=[C:4]([NH:8][C:9]2[CH:14]=[CH:13][CH:12]=[C:11]([CH2:15][C:16]3[N:17]([C:21]([C:34]4[CH:39]=[CH:38][CH:37]=[CH:36][CH:35]=4)([C:28]4[CH:33]=[CH:32][CH:31]=[CH:30][CH:29]=4)[C:22]4[CH:27]=[CH:26][CH:25]=[CH:24][CH:23]=4)[CH:18]=[CH:19][N:20]=3)[CH:10]=2)[N:3]=1.[Cl:40][C:41]1[NH:42][C:43]2[CH:49]=[CH:48][CH:47]=[CH:46][C:44]=2[N:45]=1.C([O-])([O-])=O.[K+].[K+]>C(C#N)(C)=O>[Cl:40][C:41]1[N:45]([C:2]2[N:7]=[CH:6][N:5]=[C:4]([NH:8][C:9]3[CH:14]=[CH:13][CH:12]=[C:11]([CH2:15][C:16]4[N:17]([C:21]([C:34]5[CH:39]=[CH:38][CH:37]=[CH:36][CH:35]=5)([C:28]5[CH:29]=[CH:30][CH:31]=[CH:32][CH:33]=5)[C:22]5[CH:27]=[CH:26][CH:25]=[CH:24][CH:23]=5)[CH:18]=[CH:19][N:20]=4)[CH:10]=3)[N:3]=2)[C:44]2[CH:46]=[CH:47][CH:48]=[CH:49][C:43]=2[N:42]=1 |f:2.3.4|. Procedure details: (4-Chloro-[1,3,5]triazin-2-yl)-[3-(1-trityl-1H-imidazol-2-ylmethyl)phenyl]amine (331 mg, 0.6256 mmol) is combined with 2-chlorobenzimidazole (114.6 mg, 0.7508 mmol) and K2CO3 (190 mg, 1.376 mmol) in AcCN (5 ml) and heated at 65-75° C. for 2 to 20 h. The reaction mix is cooled to RT. The product precipitates out of AcCN, and is filtered off. The crude solid is treated with water, filtered and dried, giving [4-(2-chloro-benzoimidazol-1-yl)-[1,3,5]triazin-2-yl]-[3-(1-trityl-1H-imidazol-2-ylmethyl)p... Starting materials: CCN(C(=O)OC(C)(C)C)C1CC=C(c2c[nH]c3cc(NC(=N)c4cccs4)ccc23)CC1, ClCCl, O=C(O)C(F)(F)F. Yields the product CCNC1CC=C(c2c[nH]c3cc(NC(=N)c4cccs4)ccc23)CC1. RXN SMILES: [CH2:1]([CH3:2])[N:3]([C:4](=[O:5])[O:6][C:7]([CH3:8])([CH3:9])[CH3:10])[CH:11]1[CH2:12][CH:13]=[C:14]([c:17]2[cH:18][nH:19][c:20]3[cH:21][c:22]([NH:26][C:27](=[NH:28])[c:29]4[s:30][cH:31][cH:32][cH:33]4)[cH:23][cH:24][c:25]23)[CH2:15][CH2:16]1.[Cl:41][CH2:42][Cl:43].[F:34][C:35]([F:36])([F:37])[C:38]([OH:39])=[O:40]>>[CH2:1]([CH3:2])[NH:3][CH:11]1[CH2:12][CH:13]=[C:14]([c:17]2[cH:18][nH:19][c:20]3[cH:21][c:22]([NH:26][C:27](=[NH:28])[c:29]4[s:30][cH:31][cH:32][cH:33]4)[cH:23][cH:24][c:25]23)[CH2:15][CH2:16]1.